Dataset: the Open Reaction Database (ORD), a public repository of structured organic reaction records. Task: describe an organic reaction: reactants, conditions, products, and yield The reactants are C(C)(=O)N1[C@H](CN(C2=CC(=C(C=C12)N)C=1C=NN(C1)C1CC1)C(=O)OC(C)C)C (isopropyl (S)-4-acetyl-6-amino-7-(1-cyclopropyl-1H-pyrazol-4-yl)-3-methyl-3,4-dihydroquinoxaline-1 (2H)-carboxylate), C(C)(=O)N1[C@H](CN(C2=CC(=C(C=C12)F)C1=CC=C(C=C1)S(=O)(=O)C)C(=O)OC(C)C)C (isopropyl (S)-4-acetyl-6-fluoro-3-methyl-7-(4 (methylsulfonyl)phenyl)-3,4-dihydroquinoxaline-1(2H)-carboxylate). Product: C(C)(=O)N1[C@H](CN(C2=CC(=C(C=C12)F)C=1C=NN(C1)C1CC1)C(=O)OC(C)C)C (Isopropyl (S)-4-acetyl-7-(1-cyclopropyl-1H-pyrazol-4-yl)-6-fluoro-3-methyl-3,4-dihydroquinoxaline-1(2H)-carboxylate). Reaction SMILES: [C:1]([N:4]1[C:13]2[C:8](=[CH:9][C:10]([C:15]3[CH:16]=[N:17][N:18]([CH:20]4[CH2:22][CH2:21]4)[CH:19]=3)=[C:11](N)[CH:12]=2)[N:7]([C:23]([O:25][CH:26]([CH3:28])[CH3:27])=[O:24])[CH2:6][C@@H:5]1[CH3:29])(=[O:3])[CH3:2].C(N1C2C(=CC(C3C=CC(S(C)(=O)=O)=CC=3)=C([F:43])C=2)N(C(OC(C)C)=O)C[C@@H]1C)(=O)C>>[C:1]([N:4]1[C:13]2[C:8](=[CH:9][C:10]([C:15]3[CH:16]=[N:17][N:18]([CH:20]4[CH2:22][CH2:21]4)[CH:19]=3)=[C:11]([F:43])[CH:12]=2)[N:7]([C:23]([O:25][CH:26]([CH3:28])[CH3:27])=[O:24])[CH2:6][C@@H:5]1[CH3:29])(=[O:3])[CH3:2]. Reported procedure: Isopropyl (S)-4-acetyl-7-(1-cyclopropyl-1H-pyrazol-4-yl)-6-fluoro-3-methyl-3,4-dihydroquinoxaline-1(2H)-carboxylate was synthesized from isopropyl (S)-4-acetyl-6-amino-7-(1-cyclopropyl-1H-pyrazol-4-yl)-3-methyl-3,4-dihydroquinoxaline-1 (2H)-carboxylate according to the procedure described above for isopropyl (S)-4-acetyl-6-fluoro-3-methyl-7-(4-(methylsulfonyl)phenyl)-3,4-dihydroquinoxaline-1(2H)-carboxylate (Example 241). MS (ESI, pos. ion) m/z 401 [M+H]+.